Dataset: the Open Reaction Database (ORD), a public repository of structured organic reaction records. Task: describe an organic reaction: reactants, conditions, products, and yield The reactants are CC(O)=S, CCOC(C)=O, CN(C)C=O, [H-], O=C(CCCCl)NCC=CCOc1cc(CN2CCCCC2)ccn1, [Na+]. Yields the product CC(=O)SCCCC(=O)NCC=CCOc1cc(CN2CCCCC2)ccn1. RXN SMILES: [C:8]([CH3:9])(=[S:10])[OH:11].[CH3:37][CH2:38][O:39][C:40](=[O:41])[CH3:42].[CH3:3][N:4]([CH3:5])[CH:6]=[O:7].[H-:1].[N:12]1([CH2:18][c:19]2[cH:20][c:21]([O:25][CH2:26][CH:27]=[CH:28][CH2:29][NH:30][C:31]([CH2:32][CH2:33][CH2:34][Cl:35])=[O:36])[n:22][cH:23][cH:24]2)[CH2:13][CH2:14][CH2:15][CH2:16][CH2:17]1.[Na+:2]>>[C:8]([CH3:9])([S:10][CH2:34][CH2:33][CH2:32][C:31]([NH:30][CH2:29][CH:28]=[CH:27][CH2:26][O:25][c:21]1[cH:20][c:19]([CH2:18][N:12]2[CH2:13][CH2:14][CH2:15][CH2:16][CH2:17]2)[cH:24][cH:23][n:22]1)=[O:36])=[O:11]. The reactants are CCCCCCCCCCc1ccc(C(=O)CCCCC(=O)OC)cc1, CO, [Na+], [OH-]. Yields the product CCCCCCCCCCc1ccc(C(=O)CCCCC(=O)O)cc1. As a reaction SMILES: [CH2:1]([CH2:2][CH2:3][CH2:4][CH2:5][CH2:6][CH2:7][CH2:8][CH2:9][CH3:10])[c:11]1[cH:12][cH:13][c:14]([C:15](=[O:16])[CH2:17][CH2:18][CH2:19][CH2:20][C:21](=[O:22])[O:23][CH3:24])[cH:25][cH:26]1.[CH3:29][OH:30].[Na+:28].[OH-:27]>>[CH2:1]([CH2:2][CH2:3][CH2:4][CH2:5][CH2:6][CH2:7][CH2:8][CH2:9][CH3:10])[c:11]1[cH:12][cH:13][c:14]([C:15](=[O:16])[CH2:17][CH2:18][CH2:19][CH2:20][C:21](=[O:22])[OH:23])[cH:25][cH:26]1. Starting materials: C(C)(=O)OCC(CC(=O)OCC)=O (ethyl 4-acetoxyacetoacetate), [N+](=O)([O-])C=1C=C(C=O)C=CC1 (3-nitrobenzaldehyde), CC(=O)O (HOAc), N1CCCCC1 (piperidine). Reported procedure: A solution of ethyl 4-acetoxyacetoacetate (23.0 g, 0.122 mole, Tet., 28, 967 (1972)) and 3-nitrobenzaldehyde (18.47 g, 0.122 mole) in 125 ml of benzene was treated with HOAc (0.6 ml) and piperidine (0.6 ml) and heated at reflux temperature. Collection of water ceased after 0.5 hour; therefore, additional HOAc (1 ml) and piperidine (1 ml) were added and refluxing continued. A total of 2.0 ml water was collected. The cooled mixture was washed with water (2x) and saturated brine, dried over anhydro... Solvent: C1=CC=CC=C1 (benzene), CCOCC.CCCCCC (Et2O Hexane). Run at time 0.5 hour. RXN SMILES: [C:1]([O:4][CH2:5][C:6](=[O:13])[CH2:7][C:8]([O:10][CH2:11][CH3:12])=[O:9])(=[O:3])[CH3:2].[N+:14]([C:17]1[CH:18]=[C:19]([CH:22]=[CH:23][CH:24]=1)[CH:20]=O)([O-:16])=[O:15].CC(O)=O.N1CCCCC1>C1C=CC=CC=1.CCOCC.CCCCCC>[C:1]([O:4][CH2:5][C:6](=[O:13])[C:7](=[CH:20][C:19]1[CH:22]=[CH:23][CH:24]=[C:17]([N+:14]([O-:16])=[O:15])[CH:18]=1)[C:8]([O:10][CH2:11][CH3:12])=[O:9])(=[O:3])[CH3:2] |f:5.6|. The product is C(C)(=O)OCC(C(C(=O)OCC)=CC1=CC(=CC=C1)[N+](=O)[O-])=O (4-(Acetyloxy)-2-[(3-nitrophenyl)methylene]-3-oxobutanoic acid, ethyl ester).